describe an organic reaction: reactants, conditions, products, and yield From a dataset of the Open Reaction Database (ORD), a public repository of structured organic reaction records. Reactants: C(#N)C1(CCN(CC1)C(=O)OC(C)(C)C)CC1CC1 (tert-butyl 4-cyano-4-cyclopropylmethylpiperidine-1-carboxylate). The solvent is C(=O)(C(F)(F)F)O (TFA), C(Cl)Cl (DCM). Product: C(#N)C1(CCNCC1)CC1CC1 (4-cyano-4-cyclopropylmethylpiperidine). RXN SMILES: [C:1]([C:3]1([CH2:16][CH:17]2[CH2:19][CH2:18]2)[CH2:8][CH2:7][N:6](C(OC(C)(C)C)=O)[CH2:5][CH2:4]1)#[N:2]>C(O)(C(F)(F)F)=O.C(Cl)Cl>[C:1]([C:3]1([CH2:16][CH:17]2[CH2:19][CH2:18]2)[CH2:8][CH2:7][NH:6][CH2:5][CH2:4]1)#[N:2]. Reported procedure: A solution of tert-butyl 4-cyano-4-cyclopropylmethylpiperidine-1-carboxylate (I-2) (1.00 g, 3.78 mmol) in TFA (50 mL) and DCM (75 mL) was stirred at room temperature for 0.5 h then the volatile components removed in vacuo. The residue was partitioned between saturated sodium bicarbonate solution and DCM. The organic phase was separated and the aqueous phase re-extracted with DCM twice. The combined organic phase was washed with brine, dried (MgSO4) and the solvent removed in vacuo to leave 4-cya...